From a dataset of the Open Reaction Database (ORD), a public repository of structured organic reaction records. describe an organic reaction: reactants, conditions, products, and yield The reactants are ClCCC(=O)NC1=CC=2C(C3=CC=C(C=C3NC2C=C1)NC(CCCl)=O)=O (2,6-Bis(3-chloropropionamido)-9(10H)-acridone), ice water, N1CCCC1 (Pyrrolidine). Solvent: CN(C=O)C (dimethylformamide), C(C)O (ethanol). The product is N1(CCCC1)CCC(=O)NC1=CC=2C(C3=CC=C(C=C3NC2C=C1)NC(CCN1CCCC1)=O)=O (2,6-Bis[3-(pyrrolidino)propionamido]-9(10H)-acridone). As a reaction SMILES: Cl[CH2:2][CH2:3][C:4]([NH:6][C:7]1[CH:20]=[CH:19][C:18]2[NH:17][C:16]3[C:11](=[CH:12][CH:13]=[C:14]([NH:21][C:22](=[O:26])[CH2:23][CH2:24]Cl)[CH:15]=3)[C:10](=[O:27])[C:9]=2[CH:8]=1)=[O:5].[NH:28]1[CH2:32][CH2:31][CH2:30][CH2:29]1>CN(C)C=O.C(O)C>[N:28]1([CH2:2][CH2:3][C:4]([NH:6][C:7]2[CH:20]=[CH:19][C:18]3[NH:17][C:16]4[C:11](=[CH:12][CH:13]=[C:14]([NH:21][C:22](=[O:26])[CH2:23][CH2:24][N:28]5[CH2:32][CH2:31][CH2:30][CH2:29]5)[CH:15]=4)[C:10](=[O:27])[C:9]=3[CH:8]=2)=[O:5])[CH2:32][CH2:31][CH2:30][CH2:29]1. Procedure details: 2,6-Bis(3-chloropropionamido)-9(10H)-acridone (AR-ACO-9, 3.00 g, 7.38 mmol) and KI (0.10 g, 0.60 mmol) were suspended in a mixture of dimethylformamide (45 mL) and ethanol (45 mL). Pyrrolidine (12 mL, 10.22 g, 144 mmol) was added in one lot and the whole stirred at reflux for 21 hr. The flask was cooled and all the solvents removed under reduced pressure. Dimethylformamide (100 mL) was added to the flask and this was in turn removed under reduced pressure. The process was repeated with toluene (... Starting materials: Br, COC(=O)c1c(Cl)cc(N)cc1Cl, [Cu], O=N[O-], [Na+], O. Yields the product COC(=O)c1c(Cl)cc(Br)cc1Cl. As a reaction SMILES: [BrH:18].[CH3:1][O:2][C:3]([c:4]1[c:5]([Cl:12])[cH:6][c:7]([NH2:11])[cH:8][c:9]1[Cl:10])=[O:13].[Cu:20].[N:14]([O-:15])=[O:16].[Na+:17].[OH2:19]>>[CH3:1][O:2][C:3]([c:4]1[c:5]([Cl:12])[cH:6][c:7]([Br:18])[cH:8][c:9]1[Cl:10])=[O:13]. The reactants are CCOC(=O)N1CCN(C(=O)C(CCNC(=O)OC(C)(C)C)NC(=O)OCC2c3ccccc3-c3ccccc32)CC1, CCCCCCCCS, C1CCC2=NCCCN2CC1, C1CCOC1. Product: CCOC(=O)N1CCN(C(=O)C(N)CCNC(=O)OC(C)(C)C)CC1. Reaction SMILES: [CH2:1]([CH3:2])[O:3][C:4](=[O:5])[N:6]1[CH2:7][CH2:8][N:9]([C:12]([CH:13]([CH2:14][CH2:15][NH:16][C:17](=[O:18])[O:19][C:20]([CH3:21])([CH3:22])[CH3:23])[NH:24][C:25]([O:26][CH2:27][CH:28]2[c:29]3[cH:30][cH:31][cH:32][cH:33][c:34]3-[c:35]3[c:36]2[cH:37][cH:38][cH:39][cH:40]3)=[O:41])=[O:42])[CH2:10][CH2:11]1.[CH2:43]([SH:44])[CH2:45][CH2:46][CH2:47][CH2:48][CH2:49][CH2:50][CH3:51].[CH2:52]1[CH2:53][CH2:54][C:55]2=[N:60][CH2:59][CH2:58][CH2:57][N:56]2[CH2:61][CH2:62]1.[CH2:63]1[O:64][CH2:65][CH2:66][CH2:67]1>>[CH2:1]([CH3:2])[O:3][C:4](=[O:5])[N:6]1[CH2:7][CH2:8][N:9]([C:12]([CH:13]([CH2:14][CH2:15][NH:16][C:17](=[O:18])[O:19][C:20]([CH3:21])([CH3:22])[CH3:23])[NH2:24])=[O:42])[CH2:10][CH2:11]1. Reactants: NC=1C=CC(=NC1C)N1C(OCC1)=O (3-(5-amino-6-methyl-2-pyridinyl)-1,3-oxazolidin-2-one), N1=CC=CC=C1 (pyridine), CC1=NOC(=C1COC1=CC=C(C=C1)S(=O)(=O)Cl)C (4-{[(3,5-dimethyl-4-isoxazolyl)methyl]oxy}benzenesulfonyl chloride). Solvent: ClCCl (dichloromethane). Reaction conditions: temperature 65 celsius. Product: CC1=NOC(=C1COC1=CC=C(C=C1)S(=O)(=O)NC=1C(=NC(=CC1)N1C(OCC1)=O)C)C (4-{[(3,5-dimethyl-4-isoxazolyl)methyl]oxy}-N-[2-methyl-6-(2-oxo-1,3-oxazolidin-3-yl)-3-pyridinyl]benzenesulfonamide). Yield: 72.2%. As a reaction SMILES: [NH2:1][C:2]1[CH:3]=[CH:4][C:5]([N:9]2[CH2:13][CH2:12][O:11][C:10]2=[O:14])=[N:6][C:7]=1[CH3:8].N1C=CC=CC=1.[CH3:21][C:22]1[C:26]([CH2:27][O:28][C:29]2[CH:34]=[CH:33][C:32]([S:35](Cl)(=[O:37])=[O:36])=[CH:31][CH:30]=2)=[C:25]([CH3:39])[O:24][N:23]=1>ClCCl>[CH3:21][C:22]1[C:26]([CH2:27][O:28][C:29]2[CH:30]=[CH:31][C:32]([S:35]([NH:1][C:2]3[C:7]([CH3:8])=[N:6][C:5]([N:9]4[CH2:13][CH2:12][O:11][C:10]4=[O:14])=[CH:4][CH:3]=3)(=[O:37])=[O:36])=[CH:33][CH:34]=2)=[C:25]([CH3:39])[O:24][N:23]=1. Procedure details: To a solution of 3-(5-amino-6-methyl-2-pyridinyl)-1,3-oxazolidin-2-one (80 mg, 0.414 mmol) in dichloromethane (3 mL) and pyridine (0.033 mL, 0.414 mmol) was added 4-{[(3,5-dimethyl-4-isoxazolyl)methyl]oxy}benzenesulfonyl chloride (125 mg, 0.414 mmol). The reaction vessel was sealed and heated at 65° C. for 6 hours. The reaction mixture was then allowed to cool and separated between dichloromethane (40 mL) and saturated sodium bicarbonate solution (30 mL). The organic phase was separated using a ... Starting materials: ClC1=NC=2N(C(=C1)N(COCC[Si](C)(C)C)COCC[Si](C)(C)C)N=CC2C=2C=NC1=CC=CC=C1C2 (5-chloro-3-(quinolin-3-yl)-N,N-bis((2-(trimethylsilyl)ethoxy)methyl)-pyrazolo-[1,5-a]pyrimidin-7-amine), COC(=O)C1CNCC1 (methylpyrrolidine-3-carboxylate), C(C)N(C(C)C)C(C)C (EtN(iPr)2). Solvent: CN(C)C=O (DMF). Run at temperature 180 celsius. Yields the product NC1=CC(=NC=2N1N=CC2C=2C=NC1=CC=CC=C1C2)N2CC(CC2)C(=O)OC (Methyl 1-(7-amino-3-(quinolin-3-yl)pyrazolo[1,5-a]pyrimidin-5-yl)pyrrolidine-3-carboxylate). RXN SMILES: Cl[C:2]1[CH:7]=[C:6]([N:8](COCC[Si](C)(C)C)COCC[Si](C)(C)C)[N:5]2[N:25]=[CH:26][C:27]([C:28]3[CH:29]=[N:30][C:31]4[C:36]([CH:37]=3)=[CH:35][CH:34]=[CH:33][CH:32]=4)=[C:4]2[N:3]=1.[CH3:38][O:39][C:40]([CH:42]1[CH2:46][CH2:45][NH:44][CH2:43]1)=[O:41].C(N(C(C)C)C(C)C)C>CN(C=O)C>[NH2:8][C:6]1[N:5]2[N:25]=[CH:26][C:27]([C:28]3[CH:29]=[N:30][C:31]4[C:36]([CH:37]=3)=[CH:35][CH:34]=[CH:33][CH:32]=4)=[C:4]2[N:3]=[C:2]([N:44]2[CH2:45][CH2:46][CH:42]([C:40]([O:39][CH3:38])=[O:41])[CH2:43]2)[CH:7]=1. Procedure: A mixture of 5-chloro-3-(quinolin-3-yl)-N,N-bis((2-(trimethylsilyl)ethoxy)methyl)-pyrazolo-[1,5-a]pyrimidin-7-amine (55 mg, 0.10 mmoL), methylpyrrolidine-3-carboxylate (52 mg, 0.30 mmoL) and EtN(iPr)2 (86 uL, 0.50 mmoL) in DMF (1.0 mL) was heated at 180° C. under microwave condition for 45 min. The mixture was purified by prep-LC to afford the title compound. LC/MS RT=3.30 min. Mass calculated for, M+H 389.17, observed 389.17. Yields the product O=c1[nH]nc2c(NCCNc3ncccn3)nc3ccc(F)cc3n12. As a reaction SMILES: [CH3:36][S:37]([CH3:38])=[O:39].[CH3:40][CH2:41][O:42][C:43]([CH3:44])=[O:45].[CH:27]([N:28]([CH:29]([CH3:30])[CH3:31])[CH2:32][CH3:33])([CH3:34])[CH3:35].[Cl:20][c:21]1[n:22][cH:23][cH:24][cH:25][n:26]1.[NH2:1][CH2:2][CH2:3][NH:4][c:5]1[c:6]2[n:7]([c:8]3[cH:9][c:10]([F:15])[cH:11][cH:12][c:13]3[n:14]1)[c:16](=[O:19])[nH:17][n:18]2>>[NH:1]([CH2:2][CH2:3][NH:4][c:5]1[c:6]2[n:7]([c:8]3[cH:9][c:10]([F:15])[cH:11][cH:12][c:13]3[n:14]1)[c:16](=[O:19])[nH:17][n:18]2)[c:21]1[n:22][cH:23][cH:24][cH:25][n:26]1. Starting materials: CS(C)=O, CCOC(C)=O, CCN(C(C)C)C(C)C, Clc1ncccn1, NCCNc1nc2ccc(F)cc2n2c(=O)[nH]nc12. Starting materials: II (iodine), BrC(C(=O)OCC(C)=O)CCCCC (acetylmethyl 2-bromoheptanoate), Cl (HCl). Reagents/catalysts: [Zn] (zinc). The solvent is O1CCCC1 (tetrahydrofuran), O1CCCC1 (tetrahydrofuran). The product is OC1(C(C(OC1)=O)CCCCC)C (4-hydroxy-4-methyl-3-pentyl-tetrahydrofuran-2-one). The yield is 136.8%. RXN SMILES: II.Br[CH:4]([CH2:12][CH2:13][CH2:14][CH2:15][CH3:16])[C:5]([O:7][CH2:8][C:9](=[O:11])[CH3:10])=[O:6].Cl>O1CCCC1.[Zn]>[OH:11][C:9]1([CH3:10])[CH2:8][O:7][C:5](=[O:6])[CH:4]1[CH2:12][CH2:13][CH2:14][CH2:15][CH3:16]. Procedure details: Powdered zinc (39.61 g, 606 mmol) is suspended in 500 ml of tetrahydrofuran. Then, 1.92 g (15 mmol) of iodine are added and 80.34 g (303 mmol) of acetylmethyl 2-bromoheptanoate in 100 ml of tetrahydrofuran are added dropwise at 67° C. within 1 hour. The grey-green suspension is stirred at reflux temperature for a further 1 hour. The cooled reaction mixture is poured onto 500 ml of 1N HCl and ice and stirred for 10 minutes. It is then extracted in a separating funnel with 3×500 ml of ethyl acetat...